This data is from the Open Reaction Database (ORD), a public repository of structured organic reaction records. The task is: describe an organic reaction: reactants, conditions, products, and yield Starting materials: [Al+3], CCS, CCOC(=O)CCCc1cc(C(=O)c2ccc(OC)cc2)c2ccccn12, [Cl-], [Cl-], [Cl-], ClCCl. Yields the product CCOC(=O)CCCc1cc(C(=O)c2ccc(O)cc2)c2ccccn12. As a reaction SMILES: [Al+3:32].[CH2:28]([SH:29])[CH3:30].[CH3:1][O:2][c:3]1[cH:4][cH:5][c:6]([C:7](=[O:8])[c:9]2[cH:10][c:11]([CH2:18][CH2:19][CH2:20][C:21](=[O:22])[O:23][CH2:24][CH3:25])[n:12]3[cH:13][cH:14][cH:15][cH:16][c:17]23)[cH:26][cH:27]1.[Cl-:31].[Cl-:33].[Cl-:34].[Cl:35][CH2:36][Cl:37]>>[OH:2][c:3]1[cH:4][cH:5][c:6]([C:7](=[O:8])[c:9]2[cH:10][c:11]([CH2:18][CH2:19][CH2:20][C:21](=[O:22])[O:23][CH2:24][CH3:25])[n:12]3[cH:13][cH:14][cH:15][cH:16][c:17]23)[cH:26][cH:27]1. The reactants are CNC(=O)C1=NC(=CC(=C1)C(=O)O)C(NC)=O (2,6-bis(N-methylcarbamoyl)pyridine-4-carboxylic acid), O1CCCC1 (tetrahydrofuran), C1(CCCCC1)N=C=NC1CCCCC1 (dicyclohexyl carbodiimide). Solvent: C(CO)O (ethylene glycol). Run at time 8 hour. Product: CNC(=O)C1=NC(=CC(=C1)C(=O)OCCO)C(NC)=O (2-hydroxyethyl 2,6-bis(N-methylcarbamoyl)pyridine-4-carboxylate). Reaction SMILES: [CH3:1][NH:2][C:3]([C:5]1[CH:10]=[C:9]([C:11]([OH:13])=[O:12])[CH:8]=[C:7]([C:14](=[O:17])[NH:15][CH3:16])[N:6]=1)=[O:4].[O:18]1CC[CH2:20][CH2:19]1.C1(N=C=NC2CCCCC2)CCCCC1>C(O)CO>[CH3:1][NH:2][C:3]([C:5]1[CH:10]=[C:9]([C:11]([O:13][CH2:20][CH2:19][OH:18])=[O:12])[CH:8]=[C:7]([C:14](=[O:17])[NH:15][CH3:16])[N:6]=1)=[O:4]. Reported procedure: 2,6-Bis(N-methylcarbamoyl)pyridine-4-carboxylic acid (2.3 g) prepared in Example 2 was mixed with 50 ml of tetrahydrofuran and 3.1 g of ethylene glycol. After addition of 2.5 g of dicyclohexyl carbodiimide, the mixture was stirred at room temperature overnight. The mixture was then evaporated and the residue was purified by a column chromatography on silica gel, and recrystallized from dimethylformamide/benzene to give 0.3 g of 2-hydroxyethyl 2,6-bis(N-methylcarbamoyl)pyridine-4-carboxylate. m.p...